This data is from the Open Reaction Database (ORD), a public repository of structured organic reaction records. The task is: describe an organic reaction: reactants, conditions, products, and yield The reactants are O (H2O), [OH-].[Na+] (NaOH), O (H2O), C(C)OC(=O)C1CC(C1)=C (ethoxycarbonyl-3-methylenecyclobutane), [H-].[Al+3].[Li+].[H-].[H-].[H-] (lithium aluminum hydride), C(C)OCC (diethyl ether). Run at time 2 hour. Yields the product OCC1C(C(C1)=C)CO (1,2-bis(hydroxymethyl)-3-methylenecyclobutane). The yield is 71.0%. As a reaction SMILES: C(O[C:4]([CH:6]1[CH2:9][C:8](=[CH2:10])[CH2:7]1)=[O:5])C.[H-].[Al+3].[Li+].[H-].[H-].[H-].O.[OH-].[Na+].[CH2:20]([O:22]CC)C>>[OH:5][CH2:4][CH:6]1[CH2:7][C:8](=[CH2:10])[CH:9]1[CH2:20][OH:22] |f:1.2.3.4.5.6,8.9|. Reported procedure: To a stirred solution of 40.0 g (0.188 mol) of 1,2-bis(ethoxycarbonyl-3-methylenecyclobutane (Cripps, H. N.; Williams, J. K.; Sharkey, W. H. J. Am. Chem. Soc. 1959, 81, 2723-2728) in 1.4 L of diethyl ether at 0° C. was added 14.4 g (0.379 mol) of lithium aluminum hydride in small portions. After 2 h at 0° C., 14.4 mL of H2O, 14.4 mL of 15% aq. NaOH, and then 44.0 mL of H2O were added sequentially. The resulting white solid was removed by filtration and washed thoroughly with diethyl ether. Conce... Starting materials: [N+](=O)([O-])C=1C=C(C=C(C1)C(F)(F)F)O (3-nitro-5-(trifluoromethyl)phenol), [H][H] (hydrogen). Reagents/catalysts: [Ni] (Ni). Run in CO (methanol). The product is NC=1C=C(C=C(C1)C(F)(F)F)O (3-amino-5-(trifluoromethyl)phenol). Isolated yield 98.2%. Reaction SMILES: [N+:1]([C:4]1[CH:5]=[C:6]([OH:14])[CH:7]=[C:8]([C:10]([F:13])([F:12])[F:11])[CH:9]=1)([O-])=O.[H][H]>CO.[Ni]>[NH2:1][C:4]1[CH:5]=[C:6]([OH:14])[CH:7]=[C:8]([C:10]([F:11])([F:12])[F:13])[CH:9]=1. Procedure: A mixture of 3-nitro-5-(trifluoromethyl)phenol (50 g, 241.42 mmol, 1.00 equiv) and Raney-Ni (6 g) in methanol (500 mL) was stirred under 1 atmosphere of hydrogen at 25° C. for 8 h. The catalyst was removed by filtration. The filtrate was concentrated under vacuum to give 42 g (98%) of 3-amino-5-(trifluoromethyl)phenol as a light yellow solid. LCMS (method D, ESI): RT=0.84 min, m/z=178.0 [M+H]+.